Dataset: the Open Reaction Database (ORD), a public repository of structured organic reaction records. Task: describe an organic reaction: reactants, conditions, products, and yield The reactants are NC=1C=C2C=3CC(CCC3NC2=CC1)N(C)C (6-amino-3-(dimethyl)amino-1,2,3,4-tetrahydro-9H-carbazole), CC1=CC=C(C(=O)Cl)C=C1 (4-methylbenzoyl chloride). Yields the product CC1=CC=C(C(=O)NC=2C=C3C=4CC(CCC4NC3=CC2)N(C)C)C=C1 (6-(4-methylbenzoyl)amino-3-(dimethyl)amino-1,2,3,4-tetrahydro-9H-carbazole). Isolated yield 91.3%. RXN SMILES: [NH2:1][C:2]1[CH:3]=[C:4]2[C:12](=[CH:13][CH:14]=1)[NH:11][C:10]1[CH2:9][CH2:8][CH:7]([N:15]([CH3:17])[CH3:16])[CH2:6][C:5]2=1.[CH3:18][C:19]1[CH:27]=[CH:26][C:22]([C:23](Cl)=[O:24])=[CH:21][CH:20]=1>>[CH3:18][C:19]1[CH:27]=[CH:26][C:22]([C:23]([NH:1][C:2]2[CH:3]=[C:4]3[C:12](=[CH:13][CH:14]=2)[NH:11][C:10]2[CH2:9][CH2:8][CH:7]([N:15]([CH3:17])[CH3:16])[CH2:6][C:5]3=2)=[O:24])=[CH:21][CH:20]=1. Procedure: Beginning with 10.4 mg (0.046 mMol) 6-amino-3-(dimethyl)amino-1,2,3,4-tetrahydro-9H-carbazole and 8.9 μL (0.051 mMol) 4-methylbenzoyl chloride, 14.6 mg (91%) of the title compound were recovered as a beige solid. Starting materials: C(C=C)C1=C(C2=CC(C(N=C2C(=C1)C)=O)(C)C)O (6-allyl-5-hydroxy-3,3,8-trimethylcarbostyril), needles, BrN1C(CCC1=O)=O (N-bromosuccinimide), chloroform-ether-n-hexane. The product is BrCC1CC=2C(=C3CC(C(NC3=C(C2)C)=O)(C)C)O1 (2-Bromomethyl-5,8,8-trimethyl-2,3,6,7,8,9-hexahydrofuro[2,3-f]quinoline-7-one). Isolated yield 181.5%. Reaction SMILES: [CH2:1]([C:4]1[CH:13]=[C:12]([CH3:14])[C:11]2[C:6](=[CH:7][C:8]([CH3:17])([CH3:16])[C:9](=[O:15])[N:10]=2)[C:5]=1[OH:18])[CH:2]=[CH2:3].[Br:19]N1C(=O)CCC1=O>>[Br:19][CH2:3][CH:2]1[O:18][C:5]2=[C:6]3[C:11](=[C:12]([CH3:14])[CH:13]=[C:4]2[CH2:1]1)[NH:10][C:9](=[O:15])[C:8]([CH3:17])([CH3:16])[CH2:7]3. Procedure details: Using 6-allyl-5-hydroxy-3,3,8-trimethylcarbostyril (1.36 g, 3.28 mmol) and N-bromosuccinimide (1.12 g, 6.28 mmol), the procedure of Example 277 was followed (reaction, post-treatment, and recrystallization from chloroform-ether-n-hexane). 1.93 g of the title compound was obtained as colorless needles (94.9%). Reactants: CCO, [Cl-], CC1(C)C=C(c2c(F)cccc2[N+](=O)[O-])CC(C)(C)C1, [Fe], [NH4+], O. Product: CC1(C)C=C(c2c(N)cccc2F)CC(C)(C)C1. As a reaction SMILES: [CH3:24][CH2:25][OH:26].[Cl-:21].[F:1][c:2]1[c:3]([C:11]2=[CH:12][C:13]([CH3:19])([CH3:20])[CH2:14][C:15]([CH3:17])([CH3:18])[CH2:16]2)[c:4]([N+:8]([O-:9])=[O:10])[cH:5][cH:6][cH:7]1.[Fe:27].[NH4+:22].[OH2:23]>>[F:1][c:2]1[c:3]([C:11]2=[CH:12][C:13]([CH3:19])([CH3:20])[CH2:14][C:15]([CH3:17])([CH3:18])[CH2:16]2)[c:4]([NH2:8])[cH:5][cH:6][cH:7]1. As a reaction SMILES: [ClH:15].[Cu:17]([Cl:18])[Cl:19].[N:11]([O-:12])=[O:13].[NH2:1][c:2]1[c:3]([O:9][CH3:10])[n:4][cH:5][cH:6][c:7]1[Cl:8].[Na+:14].[OH2:16]>>[c:2]1([Cl:15])[c:3]([O:9][CH3:10])[n:4][cH:5][cH:6][c:7]1[Cl:8]. The reactants are Cl, Cl[Cu]Cl, O=N[O-], COc1nccc(Cl)c1N, [Na+], O. The product is COc1nccc(Cl)c1Cl. Reactants: ClC1=C(C=CC(=C1)Cl)C1=NC(=NC=C1NC(=O)C1=C(C(=O)O)C=CC=C1)NCCNC1=NC=C(C=C1)[N+](=O)[O-] (2-{N-[4-(2,4-dichlorophenyl)-2-({2-[(5-nitro(2-pyridyl))amino]ethyl}-amino)pyrimidin-5-yl]carbamoyl}benzoic acid). Run in C(C)(=O)O (acetic acid). Product: ClC1=C(C=CC(=C1)Cl)C1=NC(=NC=C1N1C(C2=CC=CC=C2C1=O)=O)NCCNC1=NC=C(C=C1)[N+](=O)[O-] (2-[4-(2,4-dichlorophenyl)-2-({2-[(5-nitro(2-pyridyl))amino]ethyl}amino)pyrimidin-5-yl]isoindoline-1,3-dione). As a reaction SMILES: [Cl:1][C:2]1[CH:7]=[C:6]([Cl:8])[CH:5]=[CH:4][C:3]=1[C:9]1[C:14]([NH:15][C:16]([C:18]2[CH:26]=[CH:25][CH:24]=[CH:23][C:19]=2[C:20]([OH:22])=O)=[O:17])=[CH:13][N:12]=[C:11]([NH:27][CH2:28][CH2:29][NH:30][C:31]2[CH:36]=[CH:35][C:34]([N+:37]([O-:39])=[O:38])=[CH:33][N:32]=2)[N:10]=1>C(O)(=O)C>[Cl:1][C:2]1[CH:7]=[C:6]([Cl:8])[CH:5]=[CH:4][C:3]=1[C:9]1[C:14]([N:15]2[C:16](=[O:17])[C:18]3[C:19](=[CH:23][CH:24]=[CH:25][CH:26]=3)[C:20]2=[O:22])=[CH:13][N:12]=[C:11]([NH:27][CH2:28][CH2:29][NH:30][C:31]2[CH:36]=[CH:35][C:34]([N+:37]([O-:39])=[O:38])=[CH:33][N:32]=2)[N:10]=1. Procedure details: 1 mmol of 2-{N-[4-(2,4-dichlorophenyl)-2-({2-[(5-nitro(2-pyridyl))amino]ethyl}-amino)pyrimidin-5-yl]carbamoyl}benzoic acid was heated to 120° C. in acetic acid for four hours and then concentrated in vacuo to obtain 2-[4-(2,4-dichlorophenyl)-2-({2-[(5-nitro(2-pyridyl))amino]ethyl}amino)pyrimidin-5-yl]isoindoline-1,3-dione.